Dataset: the Open Reaction Database (ORD), a public repository of structured organic reaction records. Task: describe an organic reaction: reactants, conditions, products, and yield Reactants: O=C(CC(=O)OCC1=CC=CC=C1)CC (benzyl 3-oxovalerate), ClC=1C=C(C=O)C=CC1 (3-chlorobenzaldehyde), N1CCCCC1 (piperidine), C1(=CC=C(C=C1)S(=O)(=O)O)C (p-toluenesulfonic acid). The solvent is C1=CC=CC=C1 (benzene), O (water). Product: C(CC)(=O)C(C(=O)OCC1=CC=CC=C1)=CC1=CC(=CC=C1)Cl (benzyl 2-propionyl-3-(3-chlorophenyl)acrylate). RXN SMILES: [O:1]=[C:2]([CH2:14][CH3:15])[CH2:3][C:4]([O:6][CH2:7][C:8]1[CH:13]=[CH:12][CH:11]=[CH:10][CH:9]=1)=[O:5].[Cl:16][C:17]1[CH:18]=[C:19]([CH:22]=[CH:23][CH:24]=1)[CH:20]=O.N1CCCCC1.C1(C)C=CC(S(O)(=O)=O)=CC=1>C1C=CC=CC=1.O>[C:2]([C:3](=[CH:20][C:19]1[CH:22]=[CH:23][CH:24]=[C:17]([Cl:16])[CH:18]=1)[C:4]([O:6][CH2:7][C:8]1[CH:13]=[CH:12][CH:11]=[CH:10][CH:9]=1)=[O:5])(=[O:1])[CH2:14][CH3:15]. Procedure: 1.59 g (7.71 mmol) of benzyl 3-oxovalerate, 1.08 g (7.71 mmol) of 3-chlorobenzaldehyde and 65.7 mg (0.771 mmol) of piperidine were heated under reflux in the presence of a catalytic amount of p-toluenesulfonic acid in 50 ml of benzene for 6 hours while water was removed. Benzene was evaporated under reduced pressure. Ethyl acetate was added to the reaction mixture. After washing with 1 N hydrochloric acid and then with a saturated aqueous sodium hydrogencarbonate solution, the organic layer was ... The yield is 30.0%. As a reaction SMILES: [NH2:1][C:2]1[CH:3]=[N:4][CH:5]=[CH:6][C:7]=1[C:8]1[N:13]=[C:12]([S:14][CH3:15])[N:11]=[C:10]([N:16]([C:24]([O:26][C:27]([CH3:30])([CH3:29])[CH3:28])=[O:25])[C:17]([O:19][C:20]([CH3:23])([CH3:22])[CH3:21])=[O:18])[CH:9]=1.[NH2:31][C:32]1[C:33]([C:39](O)=[O:40])=[N:34][C:35]([Br:38])=[CH:36][CH:37]=1.C(Cl)CCl.C1C=NC2N(O)N=NC=2C=1>CN(C=O)C>[NH2:31][C:32]1[C:33]([C:39]([NH:1][C:2]2[CH:3]=[N:4][CH:5]=[CH:6][C:7]=2[C:8]2[CH:9]=[C:10]([N:16]([C:24]([O:26][C:27]([CH3:30])([CH3:29])[CH3:28])=[O:25])[C:17]([O:19][C:20]([CH3:22])([CH3:23])[CH3:21])=[O:18])[N:11]=[C:12]([S:14][CH3:15])[N:13]=2)=[O:40])=[N:34][C:35]([Br:38])=[CH:36][CH:37]=1. The solvent is CN(C)C=O (DMF). Product: NC=1C(=NC(=CC1)Br)C(=O)NC=1C=NC=CC1C1=NC(=NC(=C1)N(C(=O)OC(C)(C)C)C(=O)OC(C)(C)C)SC (3-amino-6-bromo-N-(4-(6-(di-BOC-amino)-2-(methylthio)pyrimidin-4-yl)pyridin-3-yl)picolinamide). Procedure: Method 27 was followed using 6-(3-aminopyridin-4-yl)-N,N-di-BOC-2-(methylthio)pyrimidin-4-amine (1.0 equiv.), 3-amino-6-bromopicolinic acid (1.0 equiv), EDC (1.0 equiv.), and HOAt (1.0 equiv.) in DMF yielding 3-amino-6-bromo-N-(4-(6-(di-BOC-amino)-2-(methylthio)pyrimidin-4-yl)pyridin-3-yl)picolinamide in 30% yield. LCMS (m/z): 632.1/634.0 (MH+); LC Rt=4.55 min. Reactants: NC=1C=NC=CC1C1=CC(=NC(=N1)SC)N(C(=O)OC(C)(C)C)C(=O)OC(C)(C)C (6-(3-aminopyridin-4-yl)-N,N-di-BOC-2-(methylthio)pyrimidin-4-amine), C1=CC2=C(N=C1)N(N=N2)O (HOAt), NC=1C(=NC(=CC1)Br)C(=O)O (3-amino-6-bromopicolinic acid), C(CCl)Cl (EDC). RXN SMILES: [CH2:1]([O:3][C:4]([CH2:6][N:7]1[CH2:18][CH2:17][NH:16][CH2:15][CH2:14][N:13]([CH2:19][C:20]([O:22][CH2:23][CH3:24])=[O:21])[CH2:12][CH2:11][N:10]([CH2:25][C:26]([O:28][CH2:29][CH3:30])=[O:27])[CH2:9][CH2:8]1)=[O:5])[CH3:2].[CH2:31]([N:42]([CH2:47][CH:48]1[CH2:50][O:49]1)[S:43]([CH3:46])(=[O:45])=[O:44])[CH2:32][CH2:33][CH2:34][CH2:35][CH2:36][CH2:37][CH2:38][CH2:39][CH2:40][CH3:41]>C(O)C>[CH2:31]([N:42]([S:43]([CH3:46])(=[O:45])=[O:44])[CH2:47][CH:48]([OH:49])[CH2:50][N:16]1[CH2:15][CH2:14][N:13]([CH2:19][C:20]([O:22][CH2:23][CH3:24])=[O:21])[CH2:12][CH2:11][N:10]([CH2:25][C:26]([O:28][CH2:29][CH3:30])=[O:27])[CH2:9][CH2:8][N:7]([CH2:6][C:4]([O:3][CH2:1][CH3:2])=[O:5])[CH2:18][CH2:17]1)[CH2:32][CH2:33][CH2:34][CH2:35][CH2:36][CH2:37][CH2:38][CH2:39][CH2:40][CH3:41]. Procedure details: 200 ml of absolute ethanol is poured over 8.61 g (20 mmol) of N,N',N"-tris-(ethoxycarbonylmethyl)-1,4,7,10-tetraazacyclododecane (produced according to DE 36 25 417 A1) in a bomb tube. After 6.11 g (20 mmol) of N-undecyl-N-[(2-oxiranyl)-methyl]-methanesulfonic acid amide is added (Example 2c), the bomb tube is closed, flushed with nitrogen, and the resulting reaction mixture is heated for 16 hours to 90° C. After the reaction (TLC control) is completed, the solvent is evaporated in a vacuum and ... Run in C(C)O (ethanol). Product: C(CCCCCCCCCC)N(CC(CN1CCN(CCN(CCN(CC1)CC(=O)OCC)CC(=O)OCC)CC(=O)OCC)O)S(=O)(=O)C (1-[3-(N-Undecyl-mesylamino)-2-hydroxypropyl]-4,7,10-tris-(ethoxycarbonylmethyl)-1,4,7,10-tetraazacyclododecane). Starting materials: C(C)OC(=O)CN1CCN(CCN(CCNCC1)CC(=O)OCC)CC(=O)OCC (N,N',N"-tris-(ethoxycarbonylmethyl)-1,4,7,10-tetraazacyclododecane), C(CCCCCCCCCC)N(S(=O)(=O)C)CC1OC1 (N-undecyl-N-[(2-oxiranyl)-methyl]-methanesulfonic acid amide). The reactants are ClC=1C(=NC=C(N1)Cl)C(CC1=CC(=CC(=C1)F)F)NC(OC(C)(C)C)=O (tert-butyl (1-(3,5-dichloropyrazin-2-yl)-2-(3,5-difluorophenyl)ethyl)carbamate), [OH-].[NH4+] (ammonium hydroxide). Run in O1CCOCC1 (dioxane). Conditions: temperature 90 celsius. Yields the product NC=1N=C(C(=NC1)C(CC1=CC(=CC(=C1)F)F)NC(OC(C)(C)C)=O)Cl (tert-butyl (1-(5-amino-3-chloropyrazin-2-yl)-2-(3,5-difluorophenyl)ethyl)carbamate). Reaction SMILES: [Cl:1][C:2]1[C:3]([CH:9]([NH:19][C:20](=[O:26])[O:21][C:22]([CH3:25])([CH3:24])[CH3:23])[CH2:10][C:11]2[CH:16]=[C:15]([F:17])[CH:14]=[C:13]([F:18])[CH:12]=2)=[N:4][CH:5]=[C:6](Cl)[N:7]=1.[OH-].[NH4+:28]>O1CCOCC1>[NH2:28][C:6]1[N:7]=[C:2]([Cl:1])[C:3]([CH:9]([NH:19][C:20](=[O:26])[O:21][C:22]([CH3:25])([CH3:24])[CH3:23])[CH2:10][C:11]2[CH:16]=[C:15]([F:17])[CH:14]=[C:13]([F:18])[CH:12]=2)=[N:4][CH:5]=1 |f:1.2|. Procedure details: In a high pressure reaction vessel, a suspension of 59B (300 mg, 0.742 mmol) in dioxane (2 mL) was treated with ammonium hydroxide (28%) (3 mL) and heated at 90° C. overnight. Solvents were removed and the crude was purified by flash chromatography to provide the title compound: 1H NMR (400 MHz, methanol-d4) δ 8.17 (d, 1H), 7.33-6.97 (m, 2H), 6.84-6.31 (m, 4H), 5.25 (m, 1H), 4.65 (s, 1H), 3.42 (d, 2H), 3.27-2.96 (m, 6H), 2.47 (m, 2H), 1.38 (m, 1H), 1.05 (m, 1H). MS (m/z) 385 [M+H]+. Starting materials: CC(C)c1cc(C#N)cc2nc(-c3ccc(C(=O)O)cc3)oc12, CC(C)(C)OC(=O)N1CCC2(CCNC2)CC1. Yields the product CC(C)c1cc(C#N)cc2nc(-c3ccc(C(=O)N4CCC5(CCN(C(=O)OC(C)(C)C)CC5)C4)cc3)oc12. Reaction SMILES: [C:1](#[N:2])[c:3]1[cH:4][c:5]([CH:21]([CH3:22])[CH3:23])[c:6]2[c:7]([n:8][c:9](-[c:11]3[cH:12][cH:13][c:14]([C:15](=[O:16])[OH:17])[cH:18][cH:19]3)[o:10]2)[cH:20]1.[CH2:24]1[NH:25][CH2:26][CH2:27][C:28]12[CH2:29][CH2:30][N:31]([C:34](=[O:35])[O:36][C:37]([CH3:38])([CH3:39])[CH3:40])[CH2:32][CH2:33]2>>[C:1](#[N:2])[c:3]1[cH:4][c:5]([CH:21]([CH3:22])[CH3:23])[c:6]2[c:7]([n:8][c:9](-[c:11]3[cH:12][cH:13][c:14]([C:15](=[O:16])[N:25]4[CH2:24][C:28]5([CH2:27][CH2:26]4)[CH2:29][CH2:30][N:31]([C:34](=[O:35])[O:36][C:37]([CH3:38])([CH3:39])[CH3:40])[CH2:32][CH2:33]5)[cH:18][cH:19]3)[o:10]2)[cH:20]1. The reactants are COC(C1=CN=CC=C1NC(=O)OC(C)(C)C)=O (4-tert-butoxycarbonylamino-nicotinic acid methyl ester), [OH-].[Na+] (sodium hydroxide), Cl (hydrochloric acid). Run in O1CCOCC1 (dioxane). Conditions: temperature 60 celsius. The product is C(C)(C)(C)OC(=O)NC1=CC=NC=C1C(=O)O (4-tert-Butoxycarbonylamino-nicotinic acid). Reaction SMILES: C[O:2][C:3](=[O:18])[C:4]1[C:9]([NH:10][C:11]([O:13][C:14]([CH3:17])([CH3:16])[CH3:15])=[O:12])=[CH:8][CH:7]=[N:6][CH:5]=1.[OH-].[Na+].Cl>O1CCOCC1>[C:14]([O:13][C:11]([NH:10][C:9]1[C:4]([C:3]([OH:18])=[O:2])=[CH:5][N:6]=[CH:7][CH:8]=1)=[O:12])([CH3:17])([CH3:15])[CH3:16] |f:1.2|. Procedure details: To a solution of 4-tert-butoxycarbonylamino-nicotinic acid methyl ester (6.02 g, 23.86 mmol) in dioxane (100 mL) was added aq. sodium hydroxide (0.970 N solution, 28.05 mL, 27.20 mmol). The solution was heated to 60° C. for 1 hr then cooled. Aqueous hydrochloric acid (1.03 μM solution, 26.99 mL, 27.20 mmol) was added and the mixture was extracted with chloroform (5×100 mL). The extracts were dried (MgSO4), filtered, and evaporated to give 4-tert-Butoxycarbonylamino-nicotinic acid, a cream solid ...